This data is from the Open Reaction Database (ORD), a public repository of structured organic reaction records. The task is: describe an organic reaction: reactants, conditions, products, and yield As a reaction SMILES: [CH3:39][C:40]([Cl:41])=[O:42].[CH3:48][CH2:49][O:50][C:51](=[O:52])[CH3:53].[NH2:1][c:2]1[s:3][c:4]2[c:5]([n:6]1)[cH:7][cH:8][c:9]([O:11][c:12]1[cH:13][cH:14][c:15]([CH3:32])[c:16]([NH:18][C:19]([c:20]3[cH:21][c:22]([C:26]([CH3:27])([CH3:28])[C:29]#[N:30])[cH:23][cH:24][cH:25]3)=[O:31])[cH:17]1)[cH:10]2.[O:43]1[CH2:44][CH2:45][CH2:46][CH2:47]1.[cH:33]1[cH:34][cH:35][n:36][cH:37][cH:38]1>>[NH:1]([c:2]1[s:3][c:4]2[c:5]([n:6]1)[cH:7][cH:8][c:9]([O:11][c:12]1[cH:13][cH:14][c:15]([CH3:32])[c:16]([NH:18][C:19]([c:20]3[cH:21][c:22]([C:26]([CH3:27])([CH3:28])[C:29]#[N:30])[cH:23][cH:24][cH:25]3)=[O:31])[cH:17]1)[cH:10]2)[C:40]([CH3:39])=[O:42]. The reactants are CC(=O)Cl, CCOC(C)=O, Cc1ccc(Oc2ccc3nc(N)sc3c2)cc1NC(=O)c1cccc(C(C)(C)C#N)c1, C1CCOC1, c1ccncc1. The product is CC(=O)Nc1nc2ccc(Oc3ccc(C)c(NC(=O)c4cccc(C(C)(C)C#N)c4)c3)cc2s1. The reactants are C(C)(=O)OC1C2CCC(C2CC1)C=O (6-acetoxy-2-formylbicyclo[3,3,0]octane), C(C)(=O)O (acetic acid), [Na] (sodium), O=C(CP(OC)(OC)=O)CCCCC (dimethyl (2-oxoheptyl)phosphonate). Solvent: C(C)OCC (diethyl ether), O1CCCC1 (tetrahydrofuran), O1CCCC1 (tetrahydrofuran). Run at time 18 hour. Yields the product C(C)(=O)OC1C2CCC(C2CC1)\C=C\C(CCCCC)=O ((E)-6-acetoxy-2-(3-oxooct-1-enyl)bicyclo[3,3,0]octane). Reaction SMILES: [Na].[O:2]=[C:3]([CH2:11][CH2:12][CH2:13][CH2:14][CH3:15])[CH2:4]P(=O)(OC)OC.[C:16]([O:19][CH:20]1[CH2:27][CH2:26][CH:25]2[CH:21]1[CH2:22][CH2:23][CH:24]2[CH:28]=O)(=[O:18])[CH3:17].C(O)(=O)C>O1CCCC1.C(OCC)C>[C:16]([O:19][CH:20]1[CH2:27][CH2:26][CH:25]2[CH:21]1[CH2:22][CH2:23][CH:24]2/[CH:28]=[CH:4]/[C:3](=[O:2])[CH2:11][CH2:12][CH2:13][CH2:14][CH3:15])(=[O:18])[CH3:17] |^1:0|. Procedure: A suspension of the sodium salt of dimethyl (2-oxoheptyl)phosphonate (0.105 g; prepared as described in Reference Example 55) in tetrahydrofuran (5.3 ml) at 0° C. was treated dropwise with a solution of 6-acetoxy-2-formylbicyclo[3,3,0]octane (70 mg; prepared as described in Reference Example 21 and predominantly in the 2β-configuration) in tetrahydrofuran (1.0 ml) with stirring. The resulting mixture was stirred for 18 hours at ambient temperature under an atmosphere of argon. The mixture was th... Starting materials: [Li]C(C)(C)C, COCOc1cccc(C2(C)OCCO2)c1, CCCCCC, O=C=O. Product: COCOc1cc(C2(C)OCCO2)ccc1C(=O)O. Reaction SMILES: [C:17]([Li:18])([CH3:19])([CH3:20])[CH3:21].[CH3:1][C:2]1([c:7]2[cH:8][c:9]([O:13][CH2:14][O:15][CH3:16])[cH:10][cH:11][cH:12]2)[O:3][CH2:4][CH2:5][O:6]1.[CH3:25][CH2:26][CH2:27][CH2:28][CH2:29][CH3:30].[O:22]=[C:23]=[O:24]>>[CH3:1][C:2]1([c:7]2[cH:8][c:9]([O:13][CH2:14][O:15][CH3:16])[c:10]([C:23](=[O:22])[OH:24])[cH:11][cH:12]2)[O:3][CH2:4][CH2:5][O:6]1. The reactants are C1(=CC=CC=C1)C (toluene), NC1CCN(CC1)C(=O)OC(C)(C)C (4-Amino-1-Boc-piperidine), C([O-])(O)=O.[Na+] (sodium bicarbonate), C(=O)(Cl)Cl (phosgene), COC(CN)OC (Aminoacetaldehyde dimethyl acetal). The solvent is ClCCl (dichloromethane). Conditions: time 45 minute. The product is COC(CNC(NC1CCN(CC1)C(=O)OC(C)(C)C)=O)OC (tert-butyl 4-(3-(2,2-dimethoxyethyl)ureido)piperidine-1-carboxylate). The yield is 96.0%. RXN SMILES: [NH2:1][CH:2]1[CH2:7][CH2:6][N:5]([C:8]([O:10][C:11]([CH3:14])([CH3:13])[CH3:12])=[O:9])[CH2:4][CH2:3]1.[C:15](=O)(O)[O-:16].[Na+].C(Cl)(Cl)=O.C1(C)C=CC=CC=1.[CH3:31][O:32][CH:33]([O:36][CH3:37])[CH2:34][NH2:35]>ClCCl>[CH3:31][O:32][CH:33]([O:36][CH3:37])[CH2:34][NH:35][C:15](=[O:16])[NH:1][CH:2]1[CH2:3][CH2:4][N:5]([C:8]([O:10][C:11]([CH3:14])([CH3:13])[CH3:12])=[O:9])[CH2:6][CH2:7]1 |f:1.2|. Reported procedure: 4-Amino-1-Boc-piperidine (1.02 g, 5.09 mmol) was dissolved in dichloromethane (25 mL). Aqueous sodium bicarbonate solution was added to the mixture followed by 20% phosgene in toluene (3.2 mL, 6.08 mmol). Mixture stirred vigorously at room temperature for 45 minutes. Aminoacetaldehyde dimethyl acetal (760 μl, 6.98 mmol) was added to the mixture. Reaction stirred vigorously at room temperature for 30 minutes. Reaction layers were partitioned. Aqueous layer was back extracted with dichloromethane ... Starting materials: IC=1C=C(C=CC1)C=1N=C2C(=NC1)NC=C2C(C(C)(C)C)=O (1-[2-(3-Iodo-phenyl)-5H-pyrrolo[2,3-b]pyrazin-7-yl]-2,2,-dimethyl-propan-1-one), oxalate salt, C1OCC12CNC2 (2-oxa-6-aza-spiro[3.3]heptane), C([O-])([O-])=O.[K+].[K+] (potassium carbonate), N1C(C(=O)O)CCC1 (d,l-proline). The reagents and catalysts are [Cu](I)I (copper iodide). Reaction conditions: temperature 100 celsius. Product: CC(C(=O)C1=CNC2=NC=C(N=C21)C2=CC(=CC=C2)N2CC1(COC1)C2)(C)C (2,2-dimethyl-1-{2-[3-(2-oxa-6-aza-spiro[3.3]hept-6-yl)-phenyl]-5H-pyrrolo[2,3-b]pyrazin-7-yl}-propan-1-one). The yield is 25.1%. As a reaction SMILES: I[C:2]1[CH:3]=[C:4]([C:8]2[N:9]=[C:10]3[C:16]([C:17](=[O:22])[C:18]([CH3:21])([CH3:20])[CH3:19])=[CH:15][NH:14][C:11]3=[N:12][CH:13]=2)[CH:5]=[CH:6][CH:7]=1.[CH2:23]1[C:26]2([CH2:29][NH:28][CH2:27]2)[CH2:25][O:24]1.C(=O)([O-])[O-].[K+].[K+].N1CCCC1C(O)=O>[Cu](I)I>[CH3:19][C:18]([CH3:21])([CH3:20])[C:17]([C:16]1[C:10]2[C:11](=[N:12][CH:13]=[C:8]([C:4]3[CH:5]=[CH:6][CH:7]=[C:2]([N:28]4[CH2:29][C:26]5([CH2:23][O:24][CH2:25]5)[CH2:27]4)[CH:3]=3)[N:9]=2)[NH:14][CH:15]=1)=[O:22] |f:2.3.4|. Procedure details: 1-[2-(3-Iodo-phenyl)-5H-pyrrolo[2,3-b]pyrazin-7-yl]-2,2,-dimethyl-propan-1-one (150 mg, 0.37 mmol), the oxalate salt of 2-oxa-6-aza-spiro[3.3]heptane (267 mg, 0.93 mmol), potassium carbonate (255 mg, 1.85 mmol), copper iodide (14 mg, 0.074 mmol), and d,l-proline (17 mg, 0.148 mmol) were added to a microwave vial. The vial was capped and purged with nitrogen. DMSO (3.7 ml) was added and the vial was purged with nitrogen again. The reaction was heated in a sand bath at 100° C. for 72 hours. The re... Starting materials: C1(=C(C=CC=C1)S(=O)(=O)N)C1=CC=CC=C1 (2-biphenylylsulfonamide), C(CCC)N=C=O (n-butyl isocyanate), N12CCN(CC1)CC2 (1,4-diazabicyclo[2,2,2]-octane), ClC(=O)OC(Cl)(Cl)Cl (trichloromethyl chloroformate). Solvent: C=1(C(=CC=CC1)C)C (xylene), C=1(C(=CC=CC1)C)C (xylene). Yields the product C1(=C(C=CC=C1)S(=O)(=O)N=C=O)C1=CC=CC=C1 (2-biphenylylsulfonylisocyanate). Isolated yield 85.0%. Reaction SMILES: [C:1]1([C:11]2[CH:16]=[CH:15][CH:14]=[CH:13][CH:12]=2)[CH:6]=[CH:5][CH:4]=[CH:3][C:2]=1[S:7]([NH2:10])(=[O:9])=[O:8].C(N=[C:22]=[O:23])CCC.N12CCN(CC1)CC2.ClC(OC(Cl)(Cl)Cl)=O>C1(C)C(C)=CC=CC=1>[C:1]1([C:11]2[CH:12]=[CH:13][CH:14]=[CH:15][CH:16]=2)[CH:6]=[CH:5][CH:4]=[CH:3][C:2]=1[S:7]([N:10]=[C:22]=[O:23])(=[O:9])=[O:8]. Procedure: 23.3 g of 2-biphenylylsulfonamide, 10.9 g of n-butyl isocyanate, a catalytic amount of 1,4-diazabicyclo[2,2,2]-octane and 150 ml of xylene were refluxed with stirring for an hour. Then, a solution of 11.9 g of trichloromethyl chloroformate in 30 ml of xylene was added dropwise over 2.5 hours while maintaining the internal temperature at 120°-125° C. After this addition, the mixture was held at this temperature for a while, and thereafter the mixture was refluxed for a short period to complete th...